From a dataset of the Open Reaction Database (ORD), a public repository of structured organic reaction records. describe an organic reaction: reactants, conditions, products, and yield Reactants: [OH-].[Na+] (sodium hydroxide), ClC1=C2C=CN3C(C2=CC=C1)=NC(=C3CC(=O)OCC)C (7-chloro-3-ethoxycarbonylmethyl-2-methylimidazo[2,1-a]isoquinoline), CO (methanol). Run in O (water). Product: C(=O)(O)CC1=C(N=C2N1C=CC1=C(C=CC=C21)Cl)C (3-carboxymethyl-7-chloro-2-methylimidazo[2,1-a]isoquinoline). Isolated yield 74.2%. RXN SMILES: [OH-].[Na+].[Cl:3][C:4]1[CH:13]=[CH:12][CH:11]=[C:10]2[C:5]=1[CH:6]=[CH:7][N:8]1[C:16]([CH2:17][C:18]([O:20]CC)=[O:19])=[C:15]([CH3:23])[N:14]=[C:9]12.CO>O>[C:18]([CH2:17][C:16]1[N:8]2[CH:7]=[CH:6][C:5]3[C:10]([C:9]2=[N:14][C:15]=1[CH3:23])=[CH:11][CH:12]=[CH:13][C:4]=3[Cl:3])([OH:20])=[O:19] |f:0.1|. Reported procedure: A solution of sodium hydroxide (1.25 g) in water (5 ml) was added to a mixture of 7-chloro-3-ethoxycarbonylmethyl-2-methylimidazo[2,1-a]isoquinoline (4.75 g) and methanol (48 ml) and the mixture was refluxed for 1.5 hours. After being cooled, the mixture was evaporated in vacuo and 1N hydrochloric acid (31.4 ml) was added to the residue under ice-cooling. The resulting precipitate was collected by filtration, washed with water, dried in a desiccator and washed with a mixture of ethanol and metha...